Dataset: the Open Reaction Database (ORD), a public repository of structured organic reaction records. Task: describe an organic reaction: reactants, conditions, products, and yield Starting materials: O=C([O-])[O-], ClCCl, CC(C)=O, O=C(O)C(F)(F)F, [K+], [K+], Cc1nc2cc(OCC(O)CN3CCN(C(=O)OC(C)(C)C)CC3)ccc2s1. Product: Cc1nc2cc(OCC(O)CN3CCNCC3)ccc2s1. RXN SMILES: [C:43](=[O:44])([O-:45])[O-:46].[CH2:29]([Cl:30])[Cl:31].[CH3:39][C:40](=[O:41])[CH3:42].[F:32][C:33]([F:34])([F:35])[C:36]([OH:37])=[O:38].[K+:47].[K+:48].[OH:1][CH:2]([CH2:3][N:4]1[CH2:5][CH2:6][N:7]([C:10]([O:11][C:12]([CH3:13])([CH3:14])[CH3:15])=[O:16])[CH2:8][CH2:9]1)[CH2:17][O:18][c:19]1[cH:20][cH:21][c:22]2[c:23]([n:24][c:25]([CH3:27])[s:26]2)[cH:28]1>>[OH:1][CH:2]([CH2:3][N:4]1[CH2:5][CH2:6][NH:7][CH2:8][CH2:9]1)[CH2:17][O:18][c:19]1[cH:20][cH:21][c:22]2[c:23]([n:24][c:25]([CH3:27])[s:26]2)[cH:28]1. Reactants: NC1=C(C=CC(=C1)C(=O)OC)N1CCOCC1 (4-(2-amino-4-methoxycarbonylphenyl)morpholine), CN(C#N)C (N,N-dimethyl cyanamide), C1=C(C=CC=C1O)C (m-cresol), Cl (hydrochloric acid). The product is COC(=O)C=1C=CC(=C(C1)NC(=N)N)N1CCOCC1 (5-methoxycarbonyl-2-morpholinophenylguanidine). RXN SMILES: [NH2:1][C:2]1[CH:7]=[C:6]([C:8]([O:10][CH3:11])=[O:9])[CH:5]=[CH:4][C:3]=1[N:12]1[CH2:17][CH2:16][O:15][CH2:14][CH2:13]1.C[N:19](C)[C:20]#[N:21].C1C(O)=CC=CC=1C.Cl>>[CH3:11][O:10][C:8]([C:6]1[CH:5]=[CH:4][C:3]([N:12]2[CH2:13][CH2:14][O:15][CH2:16][CH2:17]2)=[C:2]([NH:1][C:20]([NH2:21])=[NH:19])[CH:7]=1)=[O:9]. Reported procedure: A mixture of 4-(2-amino-4-methoxycarbonylphenyl)morpholine (2.7 g), N,N-dimethyl cyanamide (1 g) and m-cresol (15 ml) was heated at 90°-95° C. for 10 hours. Ice was added and the reaction mixture acidified to pH 4 by the addition of 2N hydrochloric acid and the resultant mixture extracted with ether. The aqueous layer was cooled, basified to pH 8 by the addition of solid sodium bicarbonate and then extracted with dichloromethane. The extract was dried and the solvent removed to yield an oily res... The reactants are ClC1=C(C=CC=C1)NC(NC=1C=CC(=NC1)C1=CC=C2CN(C(C2=C1)=O)[C@H](C(=O)OC)C(C)C)=O ((S)-Methyl 2-(6-(5-(3-(2-chlorophenyl)ureido)pyridin-2-yl)-1-oxoisoindolin-2-yl)-3-methylbutanoate), NC=1C=CC(=NC1)C1=CC=C2CN(C(C2=C1)=O)[C@H](C(=O)OC)C(C)C ((S)-Methyl 2-(6-(5-aminopyridin-2-yl)-1-oxoisoindolin-2-yl)-3-methylbutanoate), 2,3-dihydro-1H-indene-5-isocyanate, compound, compound 402. Yields the product C1CCC2=CC(=CC=C12)NC(NC=1C=CC(=NC1)C1=CC=C2CN(C(C2=C1)=O)[C@H](C(=O)OC)C(C)C)=O ((S)-Methyl 2-(6-(5-(3-(2,3-dihydro-1H-inden-5-yl)ureido)pyridin-2-yl)-1-oxoisoindolin-2-yl)-3-methylbutanoate). Reaction SMILES: Cl[C:2]1[CH:7]=[CH:6][CH:5]=[CH:4][C:3]=1[NH:8][C:9](=[O:35])[NH:10][C:11]1[CH:12]=[CH:13][C:14]([C:17]2[CH:25]=[C:24]3[C:20]([CH2:21][N:22]([C@@H:27]([CH:32]([CH3:34])[CH3:33])[C:28]([O:30][CH3:31])=[O:29])[C:23]3=[O:26])=[CH:19][CH:18]=2)=[N:15][CH:16]=1.N[C:37]1[CH:38]=CC(C2C=C3C(CN([C@@H](C(C)C)C(OC)=O)C3=O)=CC=2)=N[CH:42]=1>>[CH2:42]1[C:6]2[C:5](=[CH:4][C:3]([NH:8][C:9](=[O:35])[NH:10][C:11]3[CH:12]=[CH:13][C:14]([C:17]4[CH:25]=[C:24]5[C:20]([CH2:21][N:22]([C@@H:27]([CH:32]([CH3:33])[CH3:34])[C:28]([O:30][CH3:31])=[O:29])[C:23]5=[O:26])=[CH:19][CH:18]=4)=[N:15][CH:16]=3)=[CH:2][CH:7]=2)[CH2:38][CH2:37]1. Procedure: The compound of example 401 was prepared analogous to the compound of example 393 by reaction of the compound of example 392 with 2,3-dihydro-1H-indene-5-isocyanate. The compound of example 401 was used directly for the preparation of compound 402 without purification. Reactants: NC(=O)N1CC2=CC=C(C=C2C1)CN ([2-(aminocarbonyl)-2,3-dihydro-1H-isoindol-5-yl]methanamine), formula III, BrCC=1C=C(C(=O)OC)C=CC1CBr (methyl 3,4-bis-(bromomethyl)benzoate), CC=1C=C(C(=O)OC)C=CC1C (methyl 3,4-dimethylbenzoate), C(C1=CC=CC=C1)N (benzylamine). Product: C1(=CC=CC=C1)CN1CC2=CC=C(C=C2C1)C(=O)OC (methyl 2,3-dihydro-2-(phenyl-methyl)-1H-isoindol-5-carboxylate). Reaction SMILES: NC([N:4]1C[C:11]2[C:6](=[CH:7][CH:8]=[C:9](CN)[CH:10]=2)[CH2:5]1)=O.Br[CH2:16][C:17]1[CH:18]=[C:19]([CH:24]=[CH:25][C:26]=1[CH2:27]Br)[C:20]([O:22][CH3:23])=[O:21].CC1C=C(C=CC=1C)C(OC)=O.C(N)C1C=CC=CC=1>>[C:6]1([CH2:5][N:4]2[CH2:16][C:17]3[C:26](=[CH:25][CH:24]=[C:19]([C:20]([O:22][CH3:23])=[O:21])[CH:18]=3)[CH2:27]2)[CH:11]=[CH:10][CH:9]=[CH:8][CH:7]=1. Procedure details: The [2-(aminocarbonyl)-2,3-dihydro-1H-isoindol-5-yl]methanamine of general formula III may be prepared as follows, for example: The methyl 3,4-bis-(bromomethyl)benzoate obtainable in situ from methyl 3,4-dimethylbenzoate by photobromination, on being reacted with benzylamine, yields methyl 2,3-dihydro-2-(phenyl-methyl)-1H-isoindol-5-carboxylate, the ester function of which is converted in the usual way into a carboxamide function and then, by reduction with lithium aluminium hydride, into an ami... Procedure details: The title compound was prepared from 6-(4-chloro-phenyl)-8-fluoro-3-iodo-imidazo[1,2-a]pyridine (example C.30 step 2) (300 mg, 0.8 mmol) and 5-ethynyl-pyridin-2-ylamine (example D.1) (114 mg, 0.8 mmol) according to general procedure II. Obtained as a light brown solid (170 mg, 58%). MS (ISP) 363.2 [(M+H)+], 365 [(M+2+H)+]; mp 259° C. RXN SMILES: [Cl:1][C:2]1[CH:7]=[CH:6][C:5]([C:8]2[CH:9]=[C:10]([F:18])[C:11]3[N:12]([C:14](I)=[CH:15][N:16]=3)[CH:13]=2)=[CH:4][CH:3]=1.[C:19]([C:21]1[CH:22]=[CH:23][C:24]([NH2:27])=[N:25][CH:26]=1)#[CH:20]>>[Cl:1][C:2]1[CH:7]=[CH:6][C:5]([C:8]2[CH:9]=[C:10]([F:18])[C:11]3[N:12]([C:14]([C:20]#[C:19][C:21]4[CH:22]=[CH:23][C:24]([NH2:27])=[N:25][CH:26]=4)=[CH:15][N:16]=3)[CH:13]=2)=[CH:4][CH:3]=1. Reactants: ClC1=CC=C(C=C1)C=1C=C(C=2N(C1)C(=CN2)I)F (6-(4-chloro-phenyl)-8-fluoro-3-iodo-imidazo[1,2-a]pyridine), C(#C)C=1C=CC(=NC1)N (5-ethynyl-pyridin-2-ylamine). Yield: 58.0%. Product: ClC1=CC=C(C=C1)C=1C=C(C=2N(C1)C(=CN2)C#CC=2C=CC(=NC2)N)F (5-[6-(4-Chloro-phenyl)-8-fluoro-imidazo[1,2-a]pyridin-3-ylethynyl]-pyridin-2-ylamine), solid. Reactants: COc1cc(CN2CCC(CCS(C)(=O)=O)(Cc3ccccc3)C2=O)cc(OC)c1OC, OC1(c2nc3ccccc3n2Cc2ccc(F)cc2)CCNCC1. Yields the product COc1cc(CN2CCC(CCN3CCC(O)(c4nc5ccccc5n4Cc4ccc(F)cc4)CC3)(Cc3ccccc3)C2=O)cc(OC)c1OC. RXN SMILES: [CH3:1][O:2][c:3]1[cH:4][c:5]([CH2:6][N:7]2[C:8](=[O:25])[C:9]([CH2:12][CH2:13][S:14]([CH3:15])(=[O:16])=[O:17])([CH2:18][c:19]3[cH:20][cH:21][cH:22][cH:23][cH:24]3)[CH2:10][CH2:11]2)[cH:26][c:27]([O:31][CH3:32])[c:28]1[O:29][CH3:30].[F:33][c:34]1[cH:35][cH:36][c:37]([CH2:38][n:39]2[c:40]([C:48]3([OH:54])[CH2:49][CH2:50][NH:51][CH2:52][CH2:53]3)[n:41][c:42]3[c:43]2[cH:44][cH:45][cH:46][cH:47]3)[cH:55][cH:56]1>>[CH3:1][O:2][c:3]1[cH:4][c:5]([CH2:6][N:7]2[C:8](=[O:25])[C:9]([CH2:12][CH2:13][N:51]3[CH2:50][CH2:49][C:48]([c:40]4[n:39]([CH2:38][c:37]5[cH:36][cH:35][c:34]([F:33])[cH:56][cH:55]5)[c:43]5[c:42]([n:41]4)[cH:47][cH:46][cH:45][cH:44]5)([OH:54])[CH2:53][CH2:52]3)([CH2:18][c:19]3[cH:20][cH:21][cH:22][cH:23][cH:24]3)[CH2:10][CH2:11]2)[cH:26][c:27]([O:31][CH3:32])[c:28]1[O:29][CH3:30]. Reactants: CCO, CCOC(C)=O, O=C(C1CCCCC12OCCO2)N1CCOCC1, O=S(=O)(O)O. Product: O=C1CCCCC1C(=O)N1CCOCC1. As a reaction SMILES: [CH3:24][CH2:25][OH:26].[CH3:27][CH2:28][O:29][C:30](=[O:31])[CH3:32].[O:1]1[CH2:3][CH2:2][O:4][C:5]12[CH:6]([C:11](=[O:12])[N:13]1[CH2:14][CH2:15][O:16][CH2:17][CH2:18]1)[CH2:7][CH2:8][CH2:9][CH2:10]2.[S:19](=[O:20])(=[O:21])([OH:22])[OH:23]>>[O:4]=[C:5]1[CH:6]([C:11](=[O:12])[N:13]2[CH2:14][CH2:15][O:16][CH2:17][CH2:18]2)[CH2:7][CH2:8][CH2:9][CH2:10]1. Reactants: ( 2 ), NC1=NC=C(N=C1)C#N (2-amino-5-cyanopyrazine), BrC=1N=CC2=C(C=C(C=C2C1)OC)OC (3-bromo-6,8-dimethoxyisoquinoline). The product is COC=1C=C2C=C(N=CC2=C(C1)OC)NC=1N=CC(=NC1)C#N (5-(6,8-Dimethoxyisoquinolin-3-ylamino)pyrazine-2-carbonitrile), BrC=1N=CC2=C(C=C(C=C2C1)OC)OC (3-bromo-6,8-dimethoxyisoquinoline). RXN SMILES: [NH2:1][C:2]1[CH:7]=[N:6][C:5]([C:8]#[N:9])=[CH:4][N:3]=1.[Br:10][C:11]1[N:12]=[CH:13][C:14]2[C:19]([CH:20]=1)=[CH:18][C:17]([O:21][CH3:22])=[CH:16][C:15]=2[O:23][CH3:24]>>[CH3:22][O:21][C:17]1[CH:18]=[C:19]2[C:14](=[C:15]([O:23][CH3:24])[CH:16]=1)[CH:13]=[N:12][C:11]([NH:1][C:2]1[N:3]=[CH:4][C:5]([C:8]#[N:9])=[N:6][CH:7]=1)=[CH:20]2.[Br:10][C:11]1[N:12]=[CH:13][C:14]2[C:19]([CH:20]=1)=[CH:18][C:17]([O:21][CH3:22])=[CH:16][C:15]=2[O:23][CH3:24]. Reported procedure: The title compound was prepared according to the method described in Synthesis 4-1-B from 2-amino-5-cyanopyrazine and 3-bromo-6,8-dimethoxyisoquinoline. The 3-bromo-6,8-dimethoxyisoquinoline was prepared as described in White et al., 1967. 1H NMR (d6-DMSO, 400 MHz) δ 10.98 (s, 1H), 9.12 (s, 1H), 8.80 (s, 1H), 8.72 (s, 1H), 8.34 (s, 1H), 6.86 (s, 1H), 6.57 (s, 1H), 3.98 (s, 3H), 3.92 (s, 3H). LCMS (2) Rt=2.88 min; m/z (ESI−) 306 (M−H); (ESI+) 308 (MH+). The reactants are ClC=1N=C(C=2N=CN([C@H]3[C@H](O[Si](C)(C)C(C)(C)C)[C@H](O[Si](C)(C)C(C)(C)C)[C@@H](CO[Si](C)(C)C(C)(C)C)O3)C2N1)N (2-Chloro-2′, 3′, 5′-tri-O-(tert-butyldimethylsilyl)adenosine), C1(CCCCC1)CCO (2-(cyclohexyl)ethanol). Conditions: temperature 50 celsius. The product is C1(CCCCC1)CCOC=1N=C(C=2N=CN([C@H]3[C@H](O[Si](C)(C)C(C)(C)C)[C@H](O[Si](C)(C)C(C)(C)C)[C@@H](CO[Si](C)(C)C(C)(C)C)O3)C2N1)N (2-[2-(Cyclohexyl)ethoxy]-2′,3′,5′-tri-O-(TERT-butyldimethylsilyl)-adenosine). As a reaction SMILES: Cl[C:2]1[N:3]=[C:4]([NH2:41])[C:5]2[N:6]=[CH:7][N:8]([C:39]=2[N:40]=1)[C@@H:9]1[O:38][C@H:28]([CH2:29][O:30][Si:31]([C:34]([CH3:37])([CH3:36])[CH3:35])([CH3:33])[CH3:32])[C@@H:19]([O:20][Si:21]([C:24]([CH3:27])([CH3:26])[CH3:25])([CH3:23])[CH3:22])[C@H:10]1[O:11][Si:12]([C:15]([CH3:18])([CH3:17])[CH3:16])([CH3:14])[CH3:13].[CH:42]1([CH2:48][CH2:49][OH:50])[CH2:47][CH2:46][CH2:45][CH2:44][CH2:43]1>>[CH:42]1([CH2:48][CH2:49][O:50][C:2]2[N:3]=[C:4]([NH2:41])[C:5]3[N:6]=[CH:7][N:8]([C:39]=3[N:40]=2)[C@@H:9]2[O:38][C@H:28]([CH2:29][O:30][Si:31]([C:34]([CH3:37])([CH3:36])[CH3:35])([CH3:33])[CH3:32])[C@@H:19]([O:20][Si:21]([C:24]([CH3:27])([CH3:26])[CH3:25])([CH3:23])[CH3:22])[C@H:10]2[O:11][Si:12]([C:15]([CH3:18])([CH3:17])[CH3:16])([CH3:14])[CH3:13])[CH2:47][CH2:46][CH2:45][CH2:44][CH2:43]1. Reported procedure: To a dry 250-mL, 3-neck roundbottom flask was added 2-chloro-2′,3′,5′-tri-O-(TERT-butyldimethylsilyl)adenosine (5 g, 7.8 mmol, Example 1) and 2-(cyclohexyl)ethanol (15 mL). The mixture was flushed with nitrogen for 5–10 minutes, then heated to 50° C. To this mixture was added sodium hydride (1.56 g, 39 mmol, as a 60% dispersion in mineral oil) at such a rate as to avoid excessive gas evolution. The reaction was maintained at 50° C. until the reaction was complete by HPLC. The reaction was then c... The reactants are COc1ccc2c(C(=O)c3ccc(Cl)nc3)c(-c3ccc(OCCN4CCCC4)cc3)sc2c1, OCCN1CCCC1. Yields the product COc1ccc2c(C(=O)c3ccc(OCCN4CCCC4)nc3)c(-c3ccc(OCCN4CCCC4)cc3)sc2c1. RXN SMILES: [Cl:1][c:2]1[cH:3][cH:4][c:5]([C:8](=[O:9])[c:10]2[c:11]3[c:12]([s:13][c:14]2-[c:15]2[cH:16][cH:17][c:18]([O:21][CH2:22][CH2:23][N:24]4[CH2:25][CH2:26][CH2:27][CH2:28]4)[cH:19][cH:20]2)[cH:29][c:30]([O:33][CH3:34])[cH:31][cH:32]3)[cH:6][n:7]1.[OH:35][CH2:36][CH2:37][N:38]1[CH2:39][CH2:40][CH2:41][CH2:42]1>>[c:2]1([O:35][CH2:36][CH2:37][N:38]2[CH2:39][CH2:40][CH2:41][CH2:42]2)[cH:3][cH:4][c:5]([C:8](=[O:9])[c:10]2[c:11]3[c:12]([s:13][c:14]2-[c:15]2[cH:16][cH:17][c:18]([O:21][CH2:22][CH2:23][N:24]4[CH2:25][CH2:26][CH2:27][CH2:28]4)[cH:19][cH:20]2)[cH:29][c:30]([O:33][CH3:34])[cH:31][cH:32]3)[cH:6][n:7]1.